This data is from the Open Reaction Database (ORD), a public repository of structured organic reaction records. The task is: describe an organic reaction: reactants, conditions, products, and yield Starting materials: [N-]=[N+]=[N-].[Na+] (Sodium azide), BrCCCOC=1C=C2C(CC2C(=O)N2CCCCC2)=CC1 (5-(3-bromopropoxy)-1-(1-piperidinylcarbonyl)benzocyclobutene), O (water). The solvent is C(C)O.O (ethanol water). The product is N(=[N+]=[N-])CCCOC=1C=C2C(CC2C(=O)N2CCCCC2)=CC1 (5-(3-Azidopropoxy)-1-(1-piperidinylcarbonyl)benzocyclobutene). RXN SMILES: [N-:1]=[N+:2]=[N-:3].[Na+].Br[CH2:6][CH2:7][CH2:8][O:9][C:10]1[CH:11]=[C:12]2[CH:15]([C:16]([N:18]3[CH2:23][CH2:22][CH2:21][CH2:20][CH2:19]3)=[O:17])[CH2:14][C:13]2=[CH:24][CH:25]=1.O>C(O)C.O>[N:1]([CH2:6][CH2:7][CH2:8][O:9][C:10]1[CH:11]=[C:12]2[CH:15]([C:16]([N:18]3[CH2:19][CH2:20][CH2:21][CH2:22][CH2:23]3)=[O:17])[CH2:14][C:13]2=[CH:24][CH:25]=1)=[N+:2]=[N-:3] |f:0.1,4.5|. Procedure details: Sodium azide (2.4 g) is added to a stirred solution of 5-(3-bromopropoxy)-1-(1-piperidinylcarbonyl)benzocyclobutene (12.8 g) in ethanol/water (13 ml/130 ml). The reaction mixture is refluxed overnight, poured into water, washed with methylene chloride and the organic extract washed, dried, filtered and evaporated in vacuo affording the desired azide product as an oil, which is used in the next step without further purification.